Dataset: the Open Reaction Database (ORD), a public repository of structured organic reaction records. Task: describe an organic reaction: reactants, conditions, products, and yield Reaction SMILES: [CH2:37]1[O:38][CH2:39][CH2:40][CH2:41]1.[CH3:1][O:2][C:3](=[O:4])[c:5]1[s:6][c:7](-[c:28]2[cH:29][cH:30][cH:31][cH:32][cH:33]2)[cH:8][c:9]1[N:10]([CH2:11][CH:12]1[CH2:13][N:14]([CH3:18])[CH2:15][CH2:16][CH2:17]1)[C:19](=[O:20])[CH:21]1[CH2:22][CH2:23][CH:24]([CH3:27])[CH2:25][CH2:26]1.[CH3:42][OH:43].[Li+:35].[OH-:34].[OH2:36].[OH2:44]>>[O:2]=[C:3]([OH:4])[c:5]1[s:6][c:7](-[c:28]2[cH:29][cH:30][cH:31][cH:32][cH:33]2)[cH:8][c:9]1[N:10]([CH2:11][CH:12]1[CH2:13][N:14]([CH3:18])[CH2:15][CH2:16][CH2:17]1)[C:19](=[O:20])[CH:21]1[CH2:22][CH2:23][CH:24]([CH3:27])[CH2:25][CH2:26]1. Yields the product CC1CCC(C(=O)N(CC2CCCN(C)C2)c2cc(-c3ccccc3)sc2C(=O)O)CC1. Reactants: C1CCOC1, COC(=O)c1sc(-c2ccccc2)cc1N(CC1CCCN(C)C1)C(=O)C1CCC(C)CC1, CO, [Li+], [OH-], O, O. Reactants: Cl.C(C(C)C)NCC(=O)OCC (isobutylamino-acetic acid, ethyl ester hydrochloride), FC1=CC=C(C=C1)S(=O)(=O)Cl (4-fluoro-benzenesulfonyl chloride), [OH-].[Na+] (sodium hydroxide), Cl (hydrochloric acid), Cl (hydrochloric acid), [OH-].[Na+] (sodium hydroxide), C([O-])([O-])=O.[Na+].[Na+] (sodium carbonate). Solvent: O (water). Reaction conditions: time 3 day. Yields the product FC1=CC=C(C=C1)S(=O)(=O)N(CC(C)C)CC(=O)O ([(4-Fluoro-benzenesulfonyl)-isobutyl-amino]-acetic acid). RXN SMILES: Cl.[CH2:2]([NH:6][CH2:7][C:8]([O:10]CC)=[O:9])[CH:3]([CH3:5])[CH3:4].Cl.[OH-].[Na+].[F:16][C:17]1[CH:22]=[CH:21][C:20]([S:23](Cl)(=[O:25])=[O:24])=[CH:19][CH:18]=1.C(=O)([O-])[O-].[Na+].[Na+]>O>[F:16][C:17]1[CH:22]=[CH:21][C:20]([S:23]([N:6]([CH2:7][C:8]([OH:10])=[O:9])[CH2:2][CH:3]([CH3:4])[CH3:5])(=[O:25])=[O:24])=[CH:19][CH:18]=1 |f:0.1,3.4,6.7.8|. Procedure details: A mixture of isobutylamino-acetic acid, ethyl ester hydrochloride (0.359 g, 0.00183 mol) in. 6 M hydrochloric acid (10 mL) was refluxed for 20 hours and allowed to cool. The mixture was made basic with 50% wt/wt sodium hydroxide and 1 M sodium hydroxide to pH=5, and the volatiles were rotary evaporated. The residue was triturated 3 times with boiling methanol, and the triturates were combined and rotary evaporated. The residue was triturated 3 times with hot acetic acid, and the triturates were ... Starting materials: C(C)OC(=C)[Sn](CCCC)(CCCC)CCCC ((1-ethoxyvinyl)-tributylstannane), FC(S(=O)(=O)OC1=CC=NC2=C(C=CC=C12)F)(F)F (8-fluorochinoline-4-yl trifluoromethane sulfonate), tetrakistriphenylphosphine palladium, [Li+].[Cl-] (LiCl), C(=O)(O)[O-].[Na+] (NaHCO3). Run in C1CCOC1 (THF), O1CCOCC1 (dioxane), ClCCl (dichloromethane). Reaction conditions: time 3 hour. The product is FC=1C=CC=C2C(=CC=NC12)C(C)=O (1-(8-fluorochinoline-4-yl)ethanone). Reaction SMILES: FC(F)(F)S(O[C:7]1[C:16]2[C:11](=[C:12]([F:17])[CH:13]=[CH:14][CH:15]=2)[N:10]=[CH:9][CH:8]=1)(=O)=O.[Li+].[Cl-].[CH2:22]([O:24]C([Sn](CCCC)(CCCC)CCCC)=C)[CH3:23].C([O-])(O)=O.[Na+]>O1CCOCC1.ClCCl.C1COCC1>[F:17][C:12]1[CH:13]=[CH:14][CH:15]=[C:16]2[C:11]=1[N:10]=[CH:9][CH:8]=[C:7]2[C:22](=[O:24])[CH3:23] |f:1.2,4.5|. Procedure details: 1.3 g (4.4 mmol) 8-fluorochinoline-4-yl trifluoromethane sulfonate, 153 mg tetrakistriphenylphosphine palladium and 600 mg LiCl were suspended in a baked flask under protective gas in 30 ml dioxane, 1.6 g (4.43 mmol) (1-ethoxyvinyl)-tributylstannane was added, the mixture was heated for 2 hours at reflux. The mixture was diluted with dichloromethane, was washed with water, was dried (MgSO4) and was concentrated. The residue thus obtained was dissolved in 30 ml THF and, following addition 2 ml 5N... Reactants: C=CCOC(=O)C1(C(=O)O)CC1C(=O)Nc1ccc(Cl)cc1, ClCCl, O=S(Cl)Cl. The product is C=CCOC(=O)C12CC1C(=O)N(c1ccc(Cl)cc1)C2=O. RXN SMILES: [CH2:1]([CH:2]=[CH2:3])[O:4][C:5](=[O:6])[C:7]1([C:20](=[O:21])[OH:22])[CH:8]([C:10]([NH:11][c:12]2[cH:13][cH:14][c:15]([Cl:18])[cH:16][cH:17]2)=[O:19])[CH2:9]1.[Cl:27][CH2:28][Cl:29].[S:23]([Cl:24])([Cl:25])=[O:26]>>[CH2:1]([CH:2]=[CH2:3])[O:4][C:5](=[O:6])[C:7]12[CH:8]([CH2:9]1)[C:10](=[O:19])[N:11]([c:12]1[cH:13][cH:14][c:15]([Cl:18])[cH:16][cH:17]1)[C:20]2=[O:22]. Starting materials: C1(=CC=CC=C1)OB(O)O (phenylboric acid), BrC1=CC=C(C=C1)C(CC)=O (4′-bromopropiophenone), C([O-])([O-])=O.[Na+].[Na+] (sodium carbonate), B(O)(O)O (Boric acid). The reagents and catalysts are [Pd](Cl)Cl (palladium chloride). Solvent: O (water), C(C)(=O)OCC (ethyl acetate). Conditions: time 30 minute. Product: C1(=CC=C(C=C1)C(CC)=O)C1=CC=CC=C1 (1-(1,1′-biphenyl-4-yl)propan-1-one). As a reaction SMILES: [C:1]1(OB(O)O)[CH:6]=[CH:5][CH:4]=[CH:3][CH:2]=1.Br[C:12]1[CH:17]=[CH:16][C:15]([C:18](=[O:21])[CH2:19][CH3:20])=[CH:14][CH:13]=1.C(=O)([O-])[O-].[Na+].[Na+].B(O)(O)O>O.[Pd](Cl)Cl.C(OCC)(=O)C>[C:12]1([C:1]2[CH:6]=[CH:5][CH:4]=[CH:3][CH:2]=2)[CH:17]=[CH:16][C:15]([C:18](=[O:21])[CH2:19][CH3:20])=[CH:14][CH:13]=1 |f:2.3.4|. Procedure: A mixture containing phenylboric acid (6.1 g; 50 mmol), 4′-bromopropiophenone (10.65 g; 50 mmol), sodium carbonate (5.3 g; 50 mmol) and palladium chloride (500 mg, 2.8 mmol) in 300 ml of water is heated under reflux for 4 hours. Boric acid (1 g; 0.8 mmol) is then added followed by heating for 30 minutes. Once the mixture has been returned to 23° C., 250 ml of ethyl acetate is added followed by filtering on frit then on GFA paper. The filtrate is decanted and the organic phase is washed with a sa... Starting materials: C1(CCCC1)N1N=C(C=2C(NC=CC21)=O)C2=CC=C(C(=O)N)C=C2 (4-(1-cyclopentyl-4-oxo-4,5-dihydro-1H-pyrazolo[4,3-c]pyridin-3-yl)benzamide), N1=CC=CC=C1 (pyridine), FC(C(=O)OC(C(F)(F)F)=O)(F)F (trifluoroacetic anhydride), N1=CC=CC=C1 (Pyridine), FC(C(=O)OC(C(F)(F)F)=O)(F)F (trifluoroacetic anhydride), [Cl-].[NH4+] (ammonium chloride). The solvent is C1CCOC1 (THF). Conditions: time 8 hour. The product is C1(CCCC1)N1N=C(C=2C(NC=CC21)=O)C2=CC=C(C#N)C=C2 (4-(1-cyclopentyl-4-oxo-4,5-dihydro-1H-pyrazolo[4,3-c]pyridin-3-yl)benzonitrile). RXN SMILES: [CH:1]1([N:6]2[C:14]3[CH:13]=[CH:12][NH:11][C:10](=[O:15])[C:9]=3[C:8]([C:16]3[CH:24]=[CH:23][C:19]([C:20]([NH2:22])=O)=[CH:18][CH:17]=3)=[N:7]2)[CH2:5][CH2:4][CH2:3][CH2:2]1.N1C=CC=CC=1.FC(F)(F)C(OC(=O)C(F)(F)F)=O.[Cl-].[NH4+]>C1COCC1>[CH:1]1([N:6]2[C:14]3[CH:13]=[CH:12][NH:11][C:10](=[O:15])[C:9]=3[C:8]([C:16]3[CH:17]=[CH:18][C:19]([C:20]#[N:22])=[CH:23][CH:24]=3)=[N:7]2)[CH2:5][CH2:4][CH2:3][CH2:2]1 |f:3.4|. Procedure: To a solution of 4-(1-cyclopentyl-4-oxo-4,5-dihydro-1H-pyrazolo[4,3-c]pyridin-3-yl)benzamide (32.0 mg) obtained in Example 142 in THF (10 ml) were added pyridine (0.032 mL) and trifluoroacetic anhydride (0.028 mL) at 0° C., and the mixture was stirred overnight at room temperature. Pyridine (0.032 mL) and trifluoroacetic anhydride (0.028 mL) were added thereto, and the mixture was stirred at room temperature for 2 hr. To the reaction mixture was added saturated aqueous ammonium chloride solution... Yields the product CN(C)CCNc1c(F)cccc1C1SC(CC(=O)O)C(=O)N1CCC(C)(C)C. The reactants are CN(C)CCNc1c(F)cccc1C=NCCC(C)(C)C, Cc1ccccc1, O=C(O)CC(S)C(=O)O. RXN SMILES: [CH3:1][C:2]([CH2:3][CH2:4][N:5]=[CH:6][c:7]1[c:8]([NH:14][CH2:15][CH2:16][N:17]([CH3:18])[CH3:19])[c:9]([F:13])[cH:10][cH:11][cH:12]1)([CH3:20])[CH3:21].[CH3:31][c:32]1[cH:33][cH:34][cH:35][cH:36][cH:37]1.[SH:22][CH:23]([C:24](=[O:25])[OH:26])[CH2:27][C:28](=[O:29])[OH:30]>>[CH3:1][C:2]([CH2:3][CH2:4][N:5]1[CH:6]([c:7]2[c:8]([NH:14][CH2:15][CH2:16][N:17]([CH3:18])[CH3:19])[c:9]([F:13])[cH:10][cH:11][cH:12]2)[S:22][CH:23]([CH2:27][C:28](=[O:29])[OH:30])[C:24]1=[O:25])([CH3:20])[CH3:21].